Dataset: the Open Reaction Database (ORD), a public repository of structured organic reaction records. Task: describe an organic reaction: reactants, conditions, products, and yield The reactants are CS(=O)(=O)OCc1nonc1-c1noc(=O)n1-c1ccc(F)c(Cl)c1, [N-]=[N+]=[N-], [Na+], CN(C)C=O. The product is [N-]=[N+]=NCc1nonc1-c1noc(=O)n1-c1ccc(F)c(Cl)c1. As a reaction SMILES: [CH3:1][S:2]([O:3][CH2:6][c:7]1[n:8][o:9][n:10][c:11]1-[c:12]1[n:13][o:14][c:15](=[O:25])[n:16]1-[c:17]1[cH:18][c:19]([Cl:24])[c:20]([F:23])[cH:21][cH:22]1)(=[O:4])=[O:5].[N-:27]=[N+:28]=[N-:29].[Na+:26].[O:30]=[CH:31][N:32]([CH3:33])[CH3:34]>>[CH2:6]([c:7]1[n:8][o:9][n:10][c:11]1-[c:12]1[n:13][o:14][c:15](=[O:25])[n:16]1-[c:17]1[cH:18][c:19]([Cl:24])[c:20]([F:23])[cH:21][cH:22]1)[N:27]=[N+:28]=[N-:29]. Reactants: ClC=1C=CC=2N(C1)C=C(N2)CCl (6-chloro-2-(chloromethyl)imidazo[1,2-a]pyridine), C1(=CC=CC=C1)C1CCNCC1 (4-phenylpiperidine). Run in C1CCOC1 (THF). Yields the product ClC=1C=CC=2N(C1)C=C(N2)CN2CCC(CC2)C2=CC=CC=C2 (6-Chloro-2-[(4-phenyl-1-piperidinyl)methyl]imidazo[1,2-a]pyridine). Isolated yield 34.0%. RXN SMILES: [Cl:1][C:2]1[CH:3]=[CH:4][C:5]2[N:6]([CH:8]=[C:9]([CH2:11]Cl)[N:10]=2)[CH:7]=1.[C:13]1([CH:19]2[CH2:24][CH2:23][NH:22][CH2:21][CH2:20]2)[CH:18]=[CH:17][CH:16]=[CH:15][CH:14]=1>C1COCC1>[Cl:1][C:2]1[CH:3]=[CH:4][C:5]2[N:6]([CH:8]=[C:9]([CH2:11][N:22]3[CH2:23][CH2:24][CH:19]([C:13]4[CH:18]=[CH:17][CH:16]=[CH:15][CH:14]=4)[CH2:20][CH2:21]3)[N:10]=2)[CH:7]=1. Procedure: Following the general procedure of Example 39, Step 2 and making non-critical variations, 6-chloro-2-(chloromethyl)imidazo[1,2-α]pyridine (Example 4, Step 1; 0.307 g), 4-phenylpiperidine (Aldrich or Chart J; 0.2955 g), and THF (2 mL) are converted to product, which is chromatographed on silica gel using methanol/dichlormethane (4/96), followed by crystallization from ethyl acetate, to give 0.169 g of the title compound; mp 132-133° C.; MS m/z 325; IR (mineral oil) 1073, 801, 696, 1324, 1501 cm-1... Isolated yield 72.3%. RXN SMILES: Cl[C:2]1[CH:27]=[CH:26][C:5]2=[N:6][N:7]([C:9]3[CH:10]=[C:11]([CH:18]=[C:19]([C:22]([CH3:25])([CH3:24])[CH3:23])[C:20]=3[OH:21])[CH2:12][CH2:13][C:14]([O:16]C)=[O:15])[N:8]=[C:4]2[CH:3]=1.[OH-].[Na+].[I-].[K+].[C:32]1([SH:38])[CH:37]=[CH:36][CH:35]=[CH:34][CH:33]=1>CN(C)C=O>[C:32]1([S:38][C:2]2[CH:27]=[CH:26][C:5]3=[N:6][N:7]([C:9]4[CH:10]=[C:11]([CH:18]=[C:19]([C:22]([CH3:25])([CH3:24])[CH3:23])[C:20]=4[OH:21])[CH2:12][CH2:13][C:14]([OH:16])=[O:15])[N:8]=[C:4]3[CH:3]=2)[CH:37]=[CH:36][CH:35]=[CH:34][CH:33]=1 |f:1.2,3.4|. Solvent: CN(C=O)C (N,N-dimethylformamide), CN(C=O)C (N,N-dimethylformamide). Reaction conditions: time 8 hour. Product: C1(=CC=CC=C1)SC1=CC=2C(=NN(N2)C=2C=C(CCC(=O)O)C=C(C2O)C(C)(C)C)C=C1 (3-(5-Phenylthio-2H-benzotriazol-2-yl)-5-tert-butyl-4-hydroxyhydrocinnamic acid). Procedure: To a 1 liter, 4 necked, round-bottomed flask equipped with mechanical stirring and a nitrogen atmosphere is charged 100.0 g (0.258 mol) of methyl 3-(5-chloro-2H-benzotriazol-2-yl)-5-tert-butyl-4-hydroxyhydrocinnamate, 350 mL of N,N-dimethylformamide, and 61.9 g (0.773 mol) of 50% aqueous sodium hydroxide solution. The mixture is heated at 75°-80° C. for 3 hours at which point the ester hydrolysis is complete. A catalytic amount of potassium iodide (5.0 g) is added. Thiophenol (32.2 g, 0.258 mol)... The reactants are C1(=CC=CC=C1)S (thiophenol), ClC1=CC=2C(=NN(N2)C=2C=C(CCC(=O)OC)C=C(C2O)C(C)(C)C)C=C1 (methyl 3-(5-chloro-2H-benzotriazol-2-yl)-5-tert-butyl-4-hydroxyhydrocinnamate), [OH-].[Na+] (sodium hydroxide), [I-].[K+] (potassium iodide), C1(=CC=CC=C1)S (Thiophenol), ester. Reactants: C(C)C1=CC=C(C=C1)C1CC(CN(C1)C(=O)N1CCC(CC1)O)C(=O)O (5-(4-Ethylphenyl)-1-[(4-hydroxypiperidin-1-yl)carbonyl]piperidine-3-carboxylic acid), ON=C(CCOC)N (N′-hydroxy-3-methoxypropanimidamide). Yields the product C(C)C1=CC=C(C=C1)C1CN(CC(C1)C1=NC(=NO1)CCOC)C(=O)N1CCC(CC1)O ({3-(4-Ethylphenyl)-5-[3-(2-methoxyethyl)-1,2,4-oxadiazol-5-yl]piperidin-1-yl}(4-hydroxy-piperidin-1-yl)methanone). Reaction SMILES: [CH2:1]([C:3]1[CH:8]=[CH:7][C:6]([CH:9]2[CH2:14][N:13]([C:15]([N:17]3[CH2:22][CH2:21][CH:20]([OH:23])[CH2:19][CH2:18]3)=[O:16])[CH2:12][CH:11]([C:24](O)=[O:25])[CH2:10]2)=[CH:5][CH:4]=1)[CH3:2].O[N:28]=[C:29]([NH2:34])[CH2:30][CH2:31][O:32][CH3:33]>>[CH2:1]([C:3]1[CH:4]=[CH:5][C:6]([CH:9]2[CH2:10][CH:11]([C:24]3[O:25][N:34]=[C:29]([CH2:30][CH2:31][O:32][CH3:33])[N:28]=3)[CH2:12][N:13]([C:15]([N:17]3[CH2:18][CH2:19][CH:20]([OH:23])[CH2:21][CH2:22]3)=[O:16])[CH2:14]2)=[CH:7][CH:8]=1)[CH3:2]. Reported procedure: 60 mg (0.17 mmol) of the compound from Example 59A and 30 mg (0.25 mmol) of N′-hydroxy-3-methoxypropanimidamide were reacted according to the General Method 2. Yield: 32 mg (44% of theory) Starting materials: OC1=CC(N2CCCC12C)=O (rac-1-hydroxy-7a-methyl-5,6,7,7a-tetrahydro-pyrrolizin-3-one), C(C1=CC=CC=C1)=O (benzaldehyde), FC=1C=C2C(=CNC2=CC1)C (5-fluoro-3-methyl-1H-indole). Product: FC=1C=C2C(=C(NC2=CC1)C(C1=C(C2(CCCN2C1=O)C)O)C1=CC=CC=C1)C (2-[(5-Fluoro-3-methyl-1H-indol-2-yl)-phenyl-methyl]-1-hydroxy-7a-methyl-5,6,7,7a-tetrahydro-pyrrolizin-3-one). Reaction SMILES: [OH:1][C:2]1[C:9]2([CH3:10])[N:5]([CH2:6][CH2:7][CH2:8]2)[C:4](=[O:11])[CH:3]=1.[CH:12](=O)[C:13]1[CH:18]=[CH:17][CH:16]=[CH:15][CH:14]=1.[F:20][C:21]1[CH:22]=[C:23]2[C:27](=[CH:28][CH:29]=1)[NH:26][CH:25]=[C:24]2[CH3:30]>>[F:20][C:21]1[CH:22]=[C:23]2[C:27](=[CH:28][CH:29]=1)[NH:26][C:25]([CH:12]([C:13]1[CH:18]=[CH:17][CH:16]=[CH:15][CH:14]=1)[C:3]1[C:4](=[O:11])[N:5]3[C:9]([CH3:10])([CH2:8][CH2:7][CH2:6]3)[C:2]=1[OH:1])=[C:24]2[CH3:30]. Procedure details: Using general procedure D, rac-1-hydroxy-7a-methyl-5,6,7,7a-tetrahydro-pyrrolizin-3-one (Example C) was reacted with benzaldehyde and 5-fluoro-3-methyl-1H-indole to give the title compound as a red solid. MS: 391.1 ([M+H]+). The reactants are [Br-], CCOC(=O)C=O, CCCCCCCCCC(=O)Cl, CCCC[N+](CCCC)(CCCC)CCCC, CO, O=C1CCc2ccc(OCCCCN3CCN(c4cccc(Cl)c4Cl)CC3)cc2N1, ClCCl, [K+], [K+], O=C([O-])[O-], c1ccncc1. Yields the product CCCCCCCCCC(=O)OC(C(=O)OCC)N1C(=O)CCc2ccc(OCCCCN3CCN(c4cccc(Cl)c4Cl)CC3)cc21. As a reaction SMILES: [Br-:62].[C:31]([CH:32]=[O:33])(=[O:34])[O:35][CH2:36][CH3:37].[C:50]([CH2:51][CH2:52][CH2:53][CH2:54][CH2:55][CH2:56][CH2:57][CH2:58][CH3:59])(=[O:60])[Cl:61].[CH3:63][CH2:64][CH2:65][CH2:66][N+:67]([CH2:68][CH2:69][CH2:70][CH3:71])([CH2:72][CH2:73][CH2:74][CH3:75])[CH2:76][CH2:77][CH2:78][CH3:79].[CH3:80][OH:81].[Cl:1][c:2]1[cH:3][cH:4][cH:5][c:6]([N:7]2[CH2:8][CH2:9][N:10]([CH2:11][CH2:12][CH2:13][CH2:14][O:15][c:16]3[cH:17][cH:18][c:19]4[c:25]([cH:26]3)[NH:24][C:22](=[O:23])[CH2:21][CH2:20]4)[CH2:27][CH2:28]2)[c:29]1[Cl:30].[Cl:82][CH2:83][Cl:84].[K+:38].[K+:39].[O-:40][C:41]([O-:42])=[O:43].[cH:44]1[cH:45][cH:46][n:47][cH:48][cH:49]1>>[Cl:1][c:2]1[cH:3][cH:4][cH:5][c:6]([N:7]2[CH2:8][CH2:9][N:10]([CH2:11][CH2:12][CH2:13][CH2:14][O:15][c:16]3[cH:17][cH:18][c:19]4[c:25]([cH:26]3)[N:24]([CH:32]([C:31](=[O:34])[O:35][CH2:36][CH3:37])[O:33][C:50]([CH2:51][CH2:52][CH2:53][CH2:54][CH2:55][CH2:56][CH2:57][CH2:58][CH3:59])=[O:60])[C:22](=[O:23])[CH2:21][CH2:20]4)[CH2:27][CH2:28]2)[c:29]1[Cl:30]. Reactants: BrC=1C=C2C=NNC2=C(C1)CC (5-bromo-7-ethyl-1H-indazole), C([O-])([O-])=O.[Na+].[Na+] (sodium carbonate). Reagents/catalysts: CC1=CC=CC=C1P(C2=CC=CC=C2C)C3=CC=CC=C3[CH2-].CC1=CC=CC=C1P(C2=CC=CC=C2C)C3=CC=CC=C3[CH2-].CC(=O)O.CC(=O)O.[Pd].[Pd] (Herrmann's catalyst), C(=O)=[Mo](=C=O)(=C=O)(=C=O)(=C=O)=C=O (hexacarbonylmolybdenum). The solvent is O (water), O1CCOCC1 (dioxane). Product: C(C)C=1C=C(C=C2C=NNC12)C(=O)O (7-ethyl-1H-indazole-5-carboxylic acid). Isolated yield 73.6%. Reaction SMILES: Br[C:2]1[CH:3]=[C:4]2[C:8](=[C:9]([CH2:11][CH3:12])[CH:10]=1)[NH:7][N:6]=[CH:5]2.[C:13](=O)([O-:15])[O-:14].[Na+].[Na+]>O1CCOCC1.CC1C(P(C2C([CH2-])=CC=CC=2)C2C(C)=CC=CC=2)=CC=CC=1.CC1C(P(C2C([CH2-])=CC=CC=2)C2C(C)=CC=CC=2)=CC=CC=1.CC(O)=O.CC(O)=O.[Pd].[Pd].O.C(=[Mo](=C=O)(=C=O)(=C=O)(=C=O)=C=O)=O>[CH2:11]([C:9]1[CH:10]=[C:2]([C:13]([OH:15])=[O:14])[CH:3]=[C:4]2[C:8]=1[NH:7][N:6]=[CH:5]2)[CH3:12] |f:1.2.3,5.6.7.8.9.10|. Procedure details: To a solution of 5-bromo-7-ethyl-1H-indazole (225 mg, 1.00 mmol) in dioxane (1.5 mL), hexacarbonylmolybdenum (132 mg, 0.50 mmol), Herrmann's catalyst (trans-Bis(acetato)bis[o-(di-o-tolylphosphino)benzyl]dipalladium) (46.9 mg, 0.05 mmol) and a solution of sodium carbonate (318 mg, 3.00 mmol) in water (2 mL). The suspension was sealed and irradiated in a microwave at 165° C. for 15 minutes (high absorption setting). The vial was vented, filtered through diatomaceous earth, washed with EtOAc and co...